Task: describe an organic reaction: reactants, conditions, products, and yield. Dataset: the Open Reaction Database (ORD), a public repository of structured organic reaction records Reactants: FC1=CC=C(C=C1)C1CCN(CC1)CC1CNCC1C1CC1 (3-(RS)-(4-(4-fluorophenyl)piperidinylmethyl)-4-(SR)-(cyclopropyl)pyrrolidine), N1=CC=CC=C1 (pyridine), C1(=CC=CC2=CC=CC=C12)C(=O)Cl (1-naphthoyl chloride). The solvent is C(Cl)Cl (CH2Cl2). Run at time 1 hour. Yields the product C1(=CC=CC2=CC=CC=C12)C(=O)N1CC(C(C1)C1CC1)CN1CCC(CC1)C1=CC=C(C=C1)F (1-(1-Naphthoyl)-3-(RS)-(4-(4-fluorophenyl)piperidinylmethyl)-4-(SR)-(cyclopropyl)pyrrolidine). RXN SMILES: [F:1][C:2]1[CH:7]=[CH:6][C:5]([CH:8]2[CH2:13][CH2:12][N:11]([CH2:14][CH:15]3[CH:19]([CH:20]4[CH2:22][CH2:21]4)[CH2:18][NH:17][CH2:16]3)[CH2:10][CH2:9]2)=[CH:4][CH:3]=1.N1C=CC=CC=1.[C:29]1([C:39](Cl)=[O:40])[C:38]2[C:33](=[CH:34][CH:35]=[CH:36][CH:37]=2)[CH:32]=[CH:31][CH:30]=1>C(Cl)Cl>[C:29]1([C:39]([N:17]2[CH2:18][CH:19]([CH:20]3[CH2:21][CH2:22]3)[CH:15]([CH2:14][N:11]3[CH2:12][CH2:13][CH:8]([C:5]4[CH:6]=[CH:7][C:2]([F:1])=[CH:3][CH:4]=4)[CH2:9][CH2:10]3)[CH2:16]2)=[O:40])[C:38]2[C:33](=[CH:34][CH:35]=[CH:36][CH:37]=2)[CH:32]=[CH:31][CH:30]=1. Reported procedure: To a solution of 0.02 g (0.067 mmol) of 3-(RS)-(4-(4-fluorophenyl)piperidinylmethyl)-4-(SR)-(cyclopropyl)pyrrolidine and 0.12 mL of pyridine in 2 mL of CH2Cl2 at rt was added 0.19 g (1 mmol) of 1-naphthoyl chloride and the reaction mixture was stirred for 1 h. The reaction mixture was partitioned between ethyl acetate and sat'd NaHCO3 solution. The organic fraction was dried over MgSO4, filtered and the filtrate was concentrated. The residue was purified by chomatography (HPLC Waters Nova-Pak 8×... The reactants are C1CCOC1, COC(=O)Cc1c(C)n(S(=O)(=O)c2ccc(F)c(OC)c2)c2ncccc12, ClCCl, [Li+], [OH-], O. Yields the product COc1cc(S(=O)(=O)n2c(C)c(CC(=O)O)c3cccnc32)ccc1F. RXN SMILES: [CH2:30]1[O:31][CH2:32][CH2:33][CH2:34]1.[CH3:3][O:4][C:5]([CH2:6][c:7]1[c:8]([CH3:28])[n:9]([S:16](=[O:17])(=[O:18])[c:19]2[cH:20][c:21]([O:26][CH3:27])[c:22]([F:25])[cH:23][cH:24]2)[c:10]2[n:11][cH:12][cH:13][cH:14][c:15]12)=[O:29].[Cl:36][CH2:37][Cl:38].[Li+:1].[OH-:2].[OH2:35]>>[O:4]=[C:5]([CH2:6][c:7]1[c:8]([CH3:28])[n:9]([S:16](=[O:17])(=[O:18])[c:19]2[cH:20][c:21]([O:26][CH3:27])[c:22]([F:25])[cH:23][cH:24]2)[c:10]2[n:11][cH:12][cH:13][cH:14][c:15]12)[OH:29]. The reactants are C(#N)C1(C2=C(OCC3=C1C=CC=C3)C=CC=C2)CCCN(C)C (11-cyano-11-[3-(dimethylamino)propyl]-6,11-dihydrodibenz[b,e]oxepin), Cl (HCl). Run in CCOCC (ether), CCOCC (ether). Yields the product Cl.C(#N)C1(C2=C(OCC3=C1C=CC=C3)C=CC=C2)CCCN(C)C (11-Cyano-11-[3-(dimethylamino)propyl]-6,11-dihydrodibenz[b,e]oxepin hydrochloride). As a reaction SMILES: [C:1]([C:3]1([CH2:18][CH2:19][CH2:20][N:21]([CH3:23])[CH3:22])[C:9]2[CH:10]=[CH:11][CH:12]=[CH:13][C:8]=2[CH2:7][O:6][C:5]2[CH:14]=[CH:15][CH:16]=[CH:17][C:4]1=2)#[N:2].[ClH:24]>CCOCC>[ClH:24].[C:1]([C:3]1([CH2:18][CH2:19][CH2:20][N:21]([CH3:23])[CH3:22])[C:9]2[CH:10]=[CH:11][CH:12]=[CH:13][C:8]=2[CH2:7][O:6][C:5]2[CH:14]=[CH:15][CH:16]=[CH:17][C:4]1=2)#[N:2] |f:3.4|. Procedure details: A solution of 11-cyano-11-[3-(dimethylamino)propyl]-6,11-dihydrodibenz[b,e]oxepin of Example 4 (3.0 g; 0.009 mole) in dry ether is vigorously stirred and cooled in an ice bath. A saturated solution of HCl in ether is added dropwise until no more salt precipitates. The salt is filtered, washed with ether and dried. Two recrystallizations from methanol-ether provide 1.1 g of crystals of 11-cyano-11-[3-dimethylamino)propyl[-6,11-dihydrodibenz[b,e]oxepin hydrochloride, m.p. 219° C. Starting materials: [H-].[Na+] (sodium hydride), OCC=1C=C(C(=O)O)C=C(C1)S(F)(F)(F)(F)F (3-(Hydroxymethyl)-5-(pentafluoro-λ6-sulphanyl)benzoic acid), IC (iodomethane), [H-].[Na+] (sodium hydride), IC (iodomethane), Cl (hydrochloric acid). Solvent: CCCCC (pentane), C1CCOC1 (THF), O (water), C1CCOC1 (THF). Run at temperature 0 celsius, time 30 minute. The product is COCC=1C=C(C(=O)O)C=C(C1)S(F)(F)(F)(F)F (3-(Methoxymethyl)-5-(pentafluoro-λ6-sulphanyl)benzoic acid). Reaction SMILES: [H-].[Na+].[OH:3][CH2:4][C:5]1[CH:6]=[C:7]([CH:11]=[C:12]([S:14]([F:19])([F:18])([F:17])([F:16])[F:15])[CH:13]=1)[C:8]([OH:10])=[O:9].I[CH3:21].Cl>C1COCC1.O.CCCCC>[CH3:21][O:3][CH2:4][C:5]1[CH:6]=[C:7]([CH:11]=[C:12]([S:14]([F:19])([F:15])([F:16])([F:17])[F:18])[CH:13]=1)[C:8]([OH:10])=[O:9] |f:0.1|. Reported procedure: 108 mg (2.70 mmol) of sodium hydride (as a 60% strength suspension in mineral oil) were deoiled with pentane and then suspended in 5 ml of anhydrous THF. At 0° C., a solution of 250 mg (0.899 mmol) of the compound of Example 37A in 2.5 ml of anhydrous THF was slowly added dropwise to this suspension. After 30 min of stirring at 0° C., 170 μl (2.70 mmol) of iodomethane were added and the cooling bath was removed. Since, according to analytical HPLC, conversion was still incomplete after 6 h at RT... The reactants are C1COCCN1, CCCCCC, ClCCl, Sc1ccc(-n2cnnn2)cc1. Product: c1cc(-n2cnnn2)ccc1SCN1CCOCC1. Reaction SMILES: [CH2:13]1[CH2:14][O:15][CH2:16][CH2:17][NH:18]1.[CH3:19][CH2:20][CH2:21][CH2:22][CH2:23][CH3:24].[Cl:25][CH2:26][Cl:27].[n:1]1(-[c:6]2[cH:7][cH:8][c:9]([SH:12])[cH:10][cH:11]2)[n:2][n:3][n:4][cH:5]1>>[n:1]1(-[c:6]2[cH:7][cH:8][c:9]([S:12][CH2:19][N:18]3[CH2:13][CH2:14][O:15][CH2:16][CH2:17]3)[cH:10][cH:11]2)[n:2][n:3][n:4][cH:5]1. The reactants are [Al+3], CCOC(=O)c1cn(-c2ccccc2)nc1OCc1oc2cc(OCc3nc(-c4ccccc4)oc3C)ccc2c1-c1ccccc1, CCOC(C)=O, [H-], [H-], [H-], [H-], [Li+], [Na+], [Na+], C1CCOC1, O, O, O, O, O, O, O, O, O, O, O=S(=O)([O-])[O-]. Yields the product Cc1oc(-c2ccccc2)nc1COc1ccc2c(-c3ccccc3)c(COc3nn(-c4ccccc4)cc3CO)oc2c1. As a reaction SMILES: [Al+3:49].[CH3:1][c:2]1[c:3]([CH2:13][O:14][c:15]2[cH:16][c:17]3[c:18]([c:19](-[c:40]4[cH:41][cH:42][cH:43][cH:44][cH:45]4)[c:20]([CH2:22][O:23][c:24]4[n:25][n:26](-[c:34]5[cH:35][cH:36][cH:37][cH:38][cH:39]5)[cH:27][c:28]4[C:29](=[O:30])[O:31][CH2:32][CH3:33])[o:21]3)[cH:46][cH:47]2)[n:4][c:5](-[c:7]2[cH:8][cH:9][cH:10][cH:11][cH:12]2)[o:6]1.[CH3:76][CH2:77][O:78][C:79](=[O:80])[CH3:81].[H-:48].[H-:51].[H-:52].[H-:53].[Li+:50].[Na+:69].[Na+:70].[O:71]1[CH2:72][CH2:73][CH2:74][CH2:75]1.[OH2:54].[OH2:55].[OH2:56].[OH2:57].[OH2:58].[OH2:59].[OH2:60].[OH2:61].[OH2:62].[OH2:63].[S:64]([O-:65])([O-:66])(=[O:67])=[O:68]>>[CH3:1][c:2]1[c:3]([CH2:13][O:14][c:15]2[cH:16][c:17]3[c:18]([c:19](-[c:40]4[cH:41][cH:42][cH:43][cH:44][cH:45]4)[c:20]([CH2:22][O:23][c:24]4[n:25][n:26](-[c:34]5[cH:35][cH:36][cH:37][cH:38][cH:39]5)[cH:27][c:28]4[CH2:29][OH:30])[o:21]3)[cH:46][cH:47]2)[n:4][c:5](-[c:7]2[cH:8][cH:9][cH:10][cH:11][cH:12]2)[o:6]1. Product: CC(C)(C)OC(=O)NC(CNc1nnc(-c2cc3c(Cl)cncc3s2)s1)Cc1cccc(C(F)(F)F)c1. Reaction SMILES: [Al+3:40].[CH2:45]1[O:46][CH2:47][CH2:48][CH2:49]1.[CH2:50]1[O:51][CH2:52][CH2:53][CH2:54]1.[Cl:1][c:2]1[c:3]2[c:4]([cH:5][n:6][cH:7]1)[s:8][c:9](-[c:11]1[n:12][n:13][c:14]([NH:16][C:17]([CH:18]([CH2:19][c:20]3[cH:21][c:22]([C:26]([F:27])([F:28])[F:29])[cH:23][cH:24][cH:25]3)[NH:30][C:31]([O:32][C:33]([CH3:34])([CH3:35])[CH3:36])=[O:37])=[O:38])[s:15]1)[cH:10]2.[H-:39].[H-:42].[H-:43].[H-:44].[Li+:41]>>[Cl:1][c:2]1[c:3]2[c:4]([cH:5][n:6][cH:7]1)[s:8][c:9](-[c:11]1[n:12][n:13][c:14]([NH:16][CH2:17][CH:18]([CH2:19][c:20]3[cH:21][c:22]([C:26]([F:27])([F:28])[F:29])[cH:23][cH:24][cH:25]3)[NH:30][C:31]([O:32][C:33]([CH3:34])([CH3:35])[CH3:36])=[O:37])[s:15]1)[cH:10]2. Reactants: [Al+3], C1CCOC1, C1CCOC1, CC(C)(C)OC(=O)NC(Cc1cccc(C(F)(F)F)c1)C(=O)Nc1nnc(-c2cc3c(Cl)cncc3s2)s1, [H-], [H-], [H-], [H-], [Li+]. As a reaction SMILES: [CH2:1]([CH3:2])[O:3][C:4](=[O:5])[CH:6]1[CH:7]([c:13]2[cH:14][cH:15][c:16]([N+:19]([O-:20])=[O:21])[cH:17][cH:18]2)[CH2:8][C:9](=[O:12])[N:10]1[CH3:11].[CH3:22][CH2:23][O:24][C:25]([CH3:26])=[O:27]>>[CH2:1]([CH3:2])[O:3][C:4](=[O:5])[CH:6]1[CH:7]([c:13]2[cH:14][cH:15][c:16]([NH2:19])[cH:17][cH:18]2)[CH2:8][C:9](=[O:12])[N:10]1[CH3:11]. The product is CCOC(=O)C1C(c2ccc(N)cc2)CC(=O)N1C. The reactants are CCOC(=O)C1C(c2ccc([N+](=O)[O-])cc2)CC(=O)N1C, CCOC(C)=O.